Dataset: the Open Reaction Database (ORD), a public repository of structured organic reaction records. Task: describe an organic reaction: reactants, conditions, products, and yield Reactants: CCN, COC(=O)c1ccc2c(c1)OCCc1cc(C(=O)N(C)c3ccccc3Cl)sc1-2. As a reaction SMILES: [CH3:30][CH2:31][NH2:32].[Cl:1][c:2]1[c:3]([N:8]([C:9](=[O:10])[c:11]2[cH:12][c:13]3[c:14]([s:28]2)-[c:15]2[c:16]([cH:20][c:21]([C:24](=[O:25])[O:26][CH3:27])[cH:22][cH:23]2)[O:17][CH2:18][CH2:19]3)[CH3:29])[cH:4][cH:5][cH:6][cH:7]1>>[Cl:1][c:2]1[c:3]([N:8]([C:9](=[O:10])[c:11]2[cH:12][c:13]3[c:14]([s:28]2)-[c:15]2[c:16]([cH:20][c:21]([C:24](=[O:25])[NH:32][CH2:31][CH3:30])[cH:22][cH:23]2)[O:17][CH2:18][CH2:19]3)[CH3:29])[cH:4][cH:5][cH:6][cH:7]1. Product: CCNC(=O)c1ccc2c(c1)OCCc1cc(C(=O)N(C)c3ccccc3Cl)sc1-2. Reaction SMILES: [C:1]([O:5][C:6]([NH:8][CH2:9][CH2:10][O:11][C:12]1[C:16]([CH:17]([OH:19])[CH3:18])=[C:15]([C:20]2[CH:25]=[CH:24][CH:23]=[CH:22][CH:21]=2)[O:14][N:13]=1)=[O:7])([CH3:4])([CH3:3])[CH3:2].[Cr](O[Cr]([O-])(=O)=O)([O-])(=O)=O.[NH+]1C=CC=CC=1.[NH+]1C=CC=CC=1>C(Cl)Cl>[C:17]([C:16]1[C:12]([O:11][CH2:10][CH2:9][NH:8][C:6]([O:5][C:1]([CH3:4])([CH3:3])[CH3:2])=[O:7])=[N:13][O:14][C:15]=1[C:20]1[CH:25]=[CH:24][CH:23]=[CH:22][CH:21]=1)(=[O:19])[CH3:18] |f:1.2.3|. Procedure: 3-(2-(N-tert-Butoxycarbonylamino)ethoxy)-4-(1-hydroxyethyl)-5-phenylisoxazole (0.3 g) was dissolved in methylene chloride (3 ml), and pyridinium dichromate (0.49 g) was added thereto at room temperature, followed by stirring of the resulting mixture at the same temperature for 24 hours. After the reaction, insolubles were filtered and the solvent of the filtrate was evaporated under reduced pressure. The residue was purified by silica gel column chromatography (eluent: hexane/ethyl acetate=2/1) ... Isolated yield 87.2%. Yields the product C(C)(=O)C=1C(=NOC1C1=CC=CC=C1)OCCNC(=O)OC(C)(C)C (4-Acetyl-3-(2-(N-tert-butoxycarbonylamino)ethoxy)-5-phenylisoxazole). Reaction conditions: time 24 hour. The reactants are C(C)(C)(C)OC(=O)NCCOC1=NOC(=C1C(C)O)C1=CC=CC=C1 (3-(2-(N-tert-Butoxycarbonylamino)ethoxy)-4-(1-hydroxyethyl)-5-phenylisoxazole), [Cr](=O)(=O)([O-])O[Cr](=O)(=O)[O-].[NH+]1=CC=CC=C1.[NH+]1=CC=CC=C1 (pyridinium dichromate). The solvent is C(Cl)Cl (methylene chloride). The reactants are [Li]C(C)(C)C, CCCCC, CC(C)(C)OC(=O)Nc1ccc(OC(F)(F)F)cc1, CI, C1CCOC1, O. The product is Cc1cc(OC(F)(F)F)ccc1NC(=O)OC(C)(C)C. Reaction SMILES: [C:1]([Li:2])([CH3:3])([CH3:4])[CH3:5].[CH3:28][CH2:29][CH2:30][CH2:31][CH3:32].[F:6][C:7]([O:8][c:9]1[cH:10][cH:11][c:12]([NH:15][C:16]([O:17][C:18]([CH3:19])([CH3:20])[CH3:21])=[O:22])[cH:13][cH:14]1)([F:23])[F:24].[I:25][CH3:26].[O:33]1[CH2:34][CH2:35][CH2:36][CH2:37]1.[OH2:27]>>[CH3:1][c:11]1[cH:10][c:9]([O:8][C:7]([F:6])([F:23])[F:24])[cH:14][cH:13][c:12]1[NH:15][C:16]([O:17][C:18]([CH3:19])([CH3:20])[CH3:21])=[O:22]. Reactants: C(C)(=O)NC1=CC=C(C=CC(=O)O)C=C1 (4-acetylaminocinnamic acid), NC1=CC=C(C=CC(=O)O)C=C1 (4-aminocinnamic acid), P(=O)(OCC)(OCC)Cl (diethyl chlorophosphate), CN(CCN[C@@H]1CC[C@H](CC1)C)C (N-(2-dimethylaminoethyl)-trans-4-methylcyclohexylamine). The solvent is C(Cl)Cl (methylene chloride), C(C)N(CC)CC (triethylamine). Product: CN(CCN(C(C=CC1=CC=C(C=C1)NC(C)=O)=O)[C@@H]1CC[C@H](CC1)C)C (N-(2-dimethylaminoethyl)-N-(trans-4-methylcyclohexyl)-4-acetylaminocinnamamide). The reagents and catalysts are CN(C1=CC=NC=C1)C (4-dimethylaminopyridine). As a reaction SMILES: [C:1]([NH:4][C:5]1[CH:15]=[CH:14][C:8]([CH:9]=[CH:10][C:11]([OH:13])=O)=[CH:7][CH:6]=1)(=[O:3])[CH3:2].NC1C=CC(C=CC(O)=O)=CC=1.P(Cl)(OCC)(OCC)=O.[CH3:37][N:38]([CH3:49])[CH2:39][CH2:40][NH:41][C@H:42]1[CH2:47][CH2:46][C@H:45]([CH3:48])[CH2:44][CH2:43]1>CN(C)C1C=CN=CC=1.C(Cl)Cl.C(N(CC)CC)C>[CH3:37][N:38]([CH3:49])[CH2:39][CH2:40][N:41]([C@H:42]1[CH2:43][CH2:44][C@H:45]([CH3:48])[CH2:46][CH2:47]1)[C:11](=[O:13])[CH:10]=[CH:9][C:8]1[CH:7]=[CH:6][C:5]([NH:4][C:1](=[O:3])[CH3:2])=[CH:15][CH:14]=1. Procedure details: Using 2.0 g of 4-acetylaminocinnamic acid derived from 4-aminocinnamic acid by the acetylation thereof, 1.9 ml of diethyl chlorophosphate, 3.5 ml of triethylamine, 60 ml of methylene chloride, 2.3 ml of N-(2-dimethylaminoethyl)-trans-4-methylcyclohexylamine (Example 78), and 0.04 g of 4-dimethylaminopyridine, a reaction similar to that conducted in Example 81 was carried out. As a result, 2.08 g of N-(2-dimethylaminoethyl)-N-(trans-4-methylcyclohexyl)-4-acetylaminocinnamamide (a compound of the ... Starting materials: [N-]=[N+]=NC1CCN(CCn2c(=O)ccc3c(F)cc(F)cc32)CC1O, COC(=O)C1CN(CCn2c(=O)ccc3c(F)cc(F)cc32)CCC1N. Product: NC1CCN(CCn2c(=O)ccc3c(F)cc(F)cc32)CC1O. RXN SMILES: [N:1](=[N+:2]=[N-:3])[CH:4]1[CH:5]([OH:25])[CH2:6][N:7]([CH2:10][CH2:11][n:12]2[c:13](=[O:24])[cH:14][cH:15][c:16]3[c:17]([F:23])[cH:18][c:19]([F:22])[cH:20][c:21]23)[CH2:8][CH2:9]1.[NH2:26][CH:27]1[CH2:28][CH2:29][N:30]([CH2:31][CH2:32][n:33]2[c:34]3[c:35]([c:36]([F:37])[cH:38][c:39]([F:40])[cH:41]3)[cH:42][cH:43][c:44]2=[O:45])[CH2:46][CH:47]1[C:48]([O:49][CH3:50])=[O:51]>>[NH2:1][CH:4]1[CH:5]([OH:25])[CH2:6][N:7]([CH2:10][CH2:11][n:12]2[c:13](=[O:24])[cH:14][cH:15][c:16]3[c:17]([F:23])[cH:18][c:19]([F:22])[cH:20][c:21]23)[CH2:8][CH2:9]1. Starting materials: C=CC(=O)OC, CO, NCc1cccnc1. The product is COC(=O)CCNCc1cccnc1. As a reaction SMILES: [C:9]([CH:10]=[CH2:11])(=[O:12])[O:13][CH3:14].[CH3:15][OH:16].[n:1]1[cH:2][c:3]([CH2:7][NH2:8])[cH:4][cH:5][cH:6]1>>[n:1]1[cH:2][c:3]([CH2:7][NH:8][CH2:11][CH2:10][C:9](=[O:12])[O:13][CH3:14])[cH:4][cH:5][cH:6]1. The reactants are BrC=1C=CC=2N(C=3CCCCC3C2C1)CC (3-bromo-9-ethyl-6,7,8,9-tetrahydro-5H-carbazole), C(=O)[O-].[Na+] (sodium formate). The reagents and catalysts are Cl[Pd]([P](C1=CC=CC=C1)(C2=CC=CC=C2)C3=CC=CC=C3)([P](C4=CC=CC=C4)(C5=CC=CC=C5)C6=CC=CC=C6)Cl (Pd(PPh3)2Cl2). The solvent is C(C)(=O)OCC (ethyl acetate), CN(C=O)C (N,N-dimethylformamide), CCOC(=O)C (EtOAc). Conditions: temperature 110 celsius. Yields the product C(C)N1C=2CCCCC2C=2C=C(C=CC12)C=O (9-ethyl-6,7,8,9-tetrahydro-5H-carbazole-3-carbaldehyde). Isolated yield 91.4%. RXN SMILES: Br[C:2]1[CH:3]=[CH:4][C:5]2[N:6]([CH2:15][CH3:16])[C:7]3[CH2:8][CH2:9][CH2:10][CH2:11][C:12]=3[C:13]=2[CH:14]=1.[CH:17]([O-])=[O:18].[Na+]>CN(C)C=O.C(OCC)(=O)C.Cl[Pd](Cl)([P](C1C=CC=CC=1)(C1C=CC=CC=1)C1C=CC=CC=1)[P](C1C=CC=CC=1)(C1C=CC=CC=1)C1C=CC=CC=1>[CH2:15]([N:6]1[C:5]2[CH:4]=[CH:3][C:2]([CH:17]=[O:18])=[CH:14][C:13]=2[C:12]2[CH2:11][CH2:10][CH2:9][CH2:8][C:7]1=2)[CH3:16] |f:1.2,^1:34,53|. Reported procedure: A 250-mL round-bottomed flask was charged with a solution of 3-bromo-9-ethyl-6,7,8,9-tetrahydro-5H-carbazole (2 g, 7.22 mmol, 1.00 equiv) in N,N-dimethylformamide (100 mL), sodium formate (740 mg, 10.88 mmol, 1.50 equiv), Pd(PPh3)2Cl2 (500 mg, 0.72 mmol, 0.10 equiv) and CO (500 mL). The resulting solution was heated to 110° C. in an oil bath for 3 hours. The reaction progress was monitored by TLC (EtOAc:PE=1:5). Upon completion, the resulting solution was diluted with ethyl acetate (200 mL) and ... Yields the product FC(F)(F)c1cccc(CCNCc2ccc(C3CC3)cc2Cl)c1. As a reaction SMILES: [BH4-:26].[CH3:29][OH:30].[Cl:1][c:2]1[c:3]([CH:4]=[O:5])[cH:6][cH:7][c:8]([CH:10]2[CH2:11][CH2:12]2)[cH:9]1.[ClH:28].[F:13][C:14]([c:15]1[cH:16][c:17]([CH2:21][CH2:22][NH2:23])[cH:18][cH:19][cH:20]1)([F:24])[F:25].[Na+:27]>>[Cl:1][c:2]1[c:3]([CH2:4][NH:23][CH2:22][CH2:21][c:17]2[cH:16][c:15]([C:14]([F:13])([F:24])[F:25])[cH:20][cH:19][cH:18]2)[cH:6][cH:7][c:8]([CH:10]2[CH2:11][CH2:12]2)[cH:9]1. Starting materials: [BH4-], CO, O=Cc1ccc(C2CC2)cc1Cl, Cl, NCCc1cccc(C(F)(F)F)c1, [Na+].